From a dataset of the Open Reaction Database (ORD), a public repository of structured organic reaction records. describe an organic reaction: reactants, conditions, products, and yield Reactants: CN(C)c1ccncc1, COc1ccc(CN(Cc2ccc(OC)cc2)c2ncc(-c3nc(N4CCOCC4)nc4c3CCN4)cn2)cc1, CC(Cl)Cl, O=C=Nc1ccc(I)cc1, O. Product: COc1ccc(CN(Cc2ccc(OC)cc2)c2ncc(-c3nc(N4CCOCC4)nc4c3CCN4C(=O)Nc3ccc(I)cc3)cn2)cc1. As a reaction SMILES: [CH3:55][N:56]([c:57]1[cH:58][cH:59][n:60][cH:61][cH:62]1)[CH3:63].[CH3:5][O:6][c:7]1[cH:8][cH:9][c:10]([CH2:11][N:12]([c:13]2[n:14][cH:15][c:16](-[c:19]3[c:20]4[c:21]([n:22][c:23]([N:25]5[CH2:26][CH2:27][O:28][CH2:29][CH2:30]5)[n:24]3)[NH:31][CH2:32][CH2:33]4)[cH:17][n:18]2)[CH2:34][c:35]2[cH:36][cH:37][c:38]([O:41][CH3:42])[cH:39][cH:40]2)[cH:43][cH:44]1.[Cl:1][CH:2]([Cl:3])[CH3:4].[I:45][c:46]1[cH:47][cH:48][c:49]([N:52]=[C:53]=[O:54])[cH:50][cH:51]1.[OH2:64]>>[CH3:5][O:6][c:7]1[cH:8][cH:9][c:10]([CH2:11][N:12]([c:13]2[n:14][cH:15][c:16](-[c:19]3[c:20]4[c:21]([n:22][c:23]([N:25]5[CH2:26][CH2:27][O:28][CH2:29][CH2:30]5)[n:24]3)[N:31]([C:53]([NH:52][c:49]3[cH:48][cH:47][c:46]([I:45])[cH:51][cH:50]3)=[O:54])[CH2:32][CH2:33]4)[cH:17][n:18]2)[CH2:34][c:35]2[cH:36][cH:37][c:38]([O:41][CH3:42])[cH:39][cH:40]2)[cH:43][cH:44]1. Reactants: cuprous oxide, NC1=CC=C(OCC2(OC3=CC(=CC(=C3CC2)C)C)C)C=C1 (2-(4-aminophenoxymethyl)-2,5,7-trimethylchroman), C(C=C)(=O)OCC (ethyl acrylate), Cl (hydrochloric acid), N(=O)[O-].[Na+] (sodium nitrite). Solvent: CC(=O)C (acetone), O (water). Product: ClC(C(=O)OCC)CC1=CC=C(C=C1)OCC1(OC2=CC(=CC(=C2CC1)C)C)C (Ethyl 2-chloro-3-[4-(2,5,7-trimethylchroman-2-ylmethoxy)phenyl]propionate). As a reaction SMILES: N[C:2]1[CH:22]=[CH:21][C:5]([O:6][CH2:7][C:8]2([CH3:20])[CH2:17][CH2:16][C:15]3[C:10](=[CH:11][C:12]([CH3:19])=[CH:13][C:14]=3[CH3:18])[O:9]2)=[CH:4][CH:3]=1.[ClH:23].N([O-])=O.[Na+].[C:28]([O:32][CH2:33][CH3:34])(=[O:31])[CH:29]=[CH2:30]>O.CC(C)=O>[Cl:23][CH:29]([CH2:30][C:2]1[CH:22]=[CH:21][C:5]([O:6][CH2:7][C:8]2([CH3:20])[CH2:17][CH2:16][C:15]3[C:10](=[CH:11][C:12]([CH3:19])=[CH:13][C:14]=3[CH3:18])[O:9]2)=[CH:4][CH:3]=1)[C:28]([O:32][CH2:33][CH3:34])=[O:31] |f:2.3|. Procedure details: A procedure similar to that described in Preparation 5 was repeated, except that 2.0 g of 2-(4-aminophenoxymethyl)-2,5,7-trimethylchroman (prepared as described in Preparation 26), 2 ml of concentrated aqueous hydrochloric acid, 560 mg of sodium nitrite, 15 ml of acetone, 3.5 ml of ethyl acrylate, 90 mg of cuprous oxide and 2 ml of water were reacted, to afford 1.53 g of the title compound as a pale yellow oil. Reactants: [OH-].[Na+] (sodium hydroxide), CONC(CC1=C(C=C(C=C1Cl)Cl)Cl)C (O-methyl-N-[1-methyl-2-(2,4,6-trichloro-phenyl)-ethyl]-hydroxylamine), acid chloride, FC(C1=NN(C=C1C(=O)Cl)C)F (3-difluoromethyl-1-methyl-1H-pyrazole-4-carbonyl chloride). Solvent: C=1(C(=CC=CC1)C)C (xylene), C=1(C(=CC=CC1)C)C (xylene). Run at temperature 56 celsius, time 2 hour. The product is CON(C(=O)C=1C(=NN(C1)C)C(F)F)C(CC1=C(C=C(C=C1Cl)Cl)Cl)C (3-difluoromethyl-1-methyl-1H-pyrazole-4-carboxylic acid methoxy-[1-methyl-2-(2,4,6-trichloro-phenyl)-ethyl]amide). Isolated yield 88.7%. As a reaction SMILES: [CH3:1][O:2][NH:3][CH:4]([CH3:15])[CH2:5][C:6]1[C:11]([Cl:12])=[CH:10][C:9]([Cl:13])=[CH:8][C:7]=1[Cl:14].[OH-].[Na+].[F:18][CH:19]([F:29])[C:20]1[C:24]([C:25](Cl)=[O:26])=[CH:23][N:22]([CH3:28])[N:21]=1>C1(C)C(C)=CC=CC=1>[CH3:1][O:2][N:3]([CH:4]([CH3:15])[CH2:5][C:6]1[C:7]([Cl:14])=[CH:8][C:9]([Cl:13])=[CH:10][C:11]=1[Cl:12])[C:25]([C:24]1[C:20]([CH:19]([F:29])[F:18])=[N:21][N:22]([CH3:28])[CH:23]=1)=[O:26] |f:1.2|. Procedure details: To a solution of O-methyl-N-[1-methyl-2-(2,4,6-trichloro-phenyl)-ethyl]-hydroxylamine (3.92 g, 0.014 mol) prepared as described in example P5a in xylene (30 g) was added an aqueous sodium hydroxide solution (30%, 2.3 g, 0.017 mol) in parallel to the addition of 3-difluoromethyl-1-methyl-1H-pyrazole-4-carbonyl chloride (3.2 g, 0.046 mol) dissolved in xylene (10 g) at 56° C. during 2 hours. After complete addition of acid chloride the mixture was stirred 2 hours at 56° C. The solution was washed t... The reactants are C([O-])([O-])=O.[K+].[K+] (potassium carbonate), BrCCCl (1-bromo-2-chloroethane), COC1=CC=C(C=C1)N1CCNCC1 (1-(4-methoxyphenyl)piperazine). Solvent: CN(C=O)C (N,N-dimethylformamide). Reaction conditions: time 8 hour. The product is ClCCN1CCN(CC1)C1=CC=C(C=C1)OC (1-[4-(2-chloroethyl)piperazinyl]-4-methoxybenzene). RXN SMILES: [CH3:1][O:2][C:3]1[CH:8]=[CH:7][C:6]([N:9]2[CH2:14][CH2:13][NH:12][CH2:11][CH2:10]2)=[CH:5][CH:4]=1.C(=O)([O-])[O-].[K+].[K+].Br[CH2:22][CH2:23][Cl:24]>CN(C)C=O>[Cl:24][CH2:23][CH2:22][N:12]1[CH2:13][CH2:14][N:9]([C:6]2[CH:5]=[CH:4][C:3]([O:2][CH3:1])=[CH:8][CH:7]=2)[CH2:10][CH2:11]1 |f:1.2.3|. Procedure details: 1-(4-methoxyphenyl)piperazine was dissolved in N,N-dimethylformamide, and potassium carbonate and 1-bromo-2-chloroethane were added. The resulting mixture was stirred at room temperature overnight, the solid material filtered off, and the solvent removed from the filtrate under reduced pressure. The residue was purified by biotage chromatography eluting with 3:7 ethyl acetate:hexanes, to provide 1-[4-(2-chloroethyl)piperazinyl]-4-methoxybenzene. The product is COCCOc1cc2ncnc(Sc3cccc(N)c3)c2cc1OCCOC. RXN SMILES: [C:9](=[O:10])([O-:11])[O-:12].[CH:41]([Cl:42])([Cl:43])[Cl:44].[Cl:15][c:16]1[n:17][cH:18][n:19][c:20]2[cH:21][c:22]([O:31][CH2:32][CH2:33][O:34][CH3:35])[c:23]([O:26][CH2:27][CH2:28][O:29][CH3:30])[cH:24][c:25]12.[Cs+:13].[Cs+:14].[NH2:1][c:2]1[cH:3][c:4]([SH:8])[cH:5][cH:6][cH:7]1.[O:36]1[CH2:37][CH2:38][CH2:39][CH2:40]1.[OH2:45]>>[NH2:1][c:2]1[cH:3][c:4]([S:8][c:16]2[n:17][cH:18][n:19][c:20]3[cH:21][c:22]([O:31][CH2:32][CH2:33][O:34][CH3:35])[c:23]([O:26][CH2:27][CH2:28][O:29][CH3:30])[cH:24][c:25]23)[cH:5][cH:6][cH:7]1. Starting materials: O=C([O-])[O-], ClC(Cl)Cl, COCCOc1cc2ncnc(Cl)c2cc1OCCOC, [Cs+], [Cs+], Nc1cccc(S)c1, C1CCOC1, O.